The task is: describe an organic reaction: reactants, conditions, products, and yield. This data is from the Open Reaction Database (ORD), a public repository of structured organic reaction records. The reactants are [OH-].[K+] (potassium hydroxide), Cl (hydrogen chloride), FCC(C(CN1N=CN=C1)=O)(C)C (1-fluoro-2,2-dimethyl-4-(1,2,4-triazol-1-yl)-butan-3-one), CI (methyl iodide). The solvent is O (water), O (water), CS(=O)C (dimethylsulphoxide). Reaction conditions: time 24 hour. Yields the product Cl.FCC(C(C(C)N1N=CN=C1)=O)(C)C (1-fluoro-2,2-dimethyl-4-(1,2,4-triazol-1-yl)-pentan-3-one hydrochloride). The yield is 71.7%. Reaction SMILES: [F:1][CH2:2][C:3]([CH3:13])([CH3:12])[C:4](=[O:11])[CH2:5][N:6]1[CH:10]=[N:9][CH:8]=[N:7]1.[OH-].[K+].[CH3:16]I.[ClH:18]>CS(C)=O.O>[ClH:18].[F:1][CH2:2][C:3]([CH3:13])([CH3:12])[C:4](=[O:11])[CH:5]([N:6]1[CH:10]=[N:9][CH:8]=[N:7]1)[CH3:16] |f:1.2,7.8|. Reported procedure: 37.2 g (0.2 mol) of 1-fluoro-2,2-dimethyl-4-(1,2,4-triazol-1-yl)-butan-3-one were dissolved in 200 ml of dimethylsulphoxide, 11.2 g (0.2 mol) of potassium hydroxide, dissolved in 24 ml of water, were added and 28.4 g (0.2 mol) of methyl iodide were added dropwise at 20° C., whilst cooling. The reaction mixture was subsequently stirred at room temperature for 24 hours and poured onto 1,000 ml of water, the mixture was extracted twice with 300 ml of methylene chloride each time, the combined organ... Starting materials: amylose, amylose, O=C[C@H](O)[C@@H](O)[C@H](O)[C@H](O)CO (glucose), amylose, C([C@@H]1[C@H]([C@@H]([C@H]([C@H](O1)O[C@@H]2[C@H](O[C@H]([C@@H]([C@H]2O)O)O)CO)O)O)O)O (maltose). The solvent is NCC(=O)O (glycine), NCC(=O)O (glycine). Run at time 100 hour. Product: C([C@@H]1[C@H]([C@@H]([C@H]([C@H](O1)O[C@@H]2[C@H](O[C@@H]([C@@H]([C@H]2O)O)O[C@@H]3[C@H](O[C@@H]([C@@H]([C@H]3O)O)O)CO)CO)O)O)O)O (maltotriose). As a reaction SMILES: [CH2:1]([OH:23])[C@H:2]1[O:7][C@H:6]([O:8][C@H:9]2[C@H:14]([OH:15])[C@@H:13]([OH:16])[C@H:12]([OH:17])[O:11][C@@H:10]2[CH2:18][OH:19])[C@H:5]([OH:20])[C@@H:4]([OH:21])[C@@H:3]1[OH:22].[O:24]=[CH:25][C@@H:26]([C@H:28]([C@@H:30]([C@@H:32]([CH2:34][OH:35])[OH:33])O)[OH:29])[OH:27]>NCC(O)=O>[CH2:1]([OH:23])[C@H:2]1[O:7][C@H:6]([O:8][C@H:9]2[C@H:14]([OH:15])[C@@H:13]([OH:16])[C@@H:12]([O:17][C@H:30]3[C@H:28]([OH:29])[C@@H:26]([OH:27])[C@@H:25]([OH:24])[O:33][C@@H:32]3[CH2:34][OH:35])[O:11][C@@H:10]2[CH2:18][OH:19])[C@H:5]([OH:20])[C@@H:4]([OH:21])[C@@H:3]1[OH:22]. Procedure details: A portion of the amylase produced in Example I containing 90,000 amylase units/ml. was diluted 1/500 with 0.05 molar glycine buffer solution, and 80 ml. of the resulting solution were added to 250 ml. of an aqueous solution containing 0.0909 percent (weight/volume basis) amylose in 0.05 molar glycine buffer adjusted to pH 9.2 at 50° C. After 100 hours at 50° C. there was an apparent conversion of 75.5 percent of the amylose to maltose and a conversion of 4.6 percent of the amylose to glucose. A ... Starting materials: CN1CCN(S(=O)(=O)NC(Cc2ccccc2)C(=O)OCc2ccccc2)CC1, CO. Product: CN1CCN(S(=O)(=O)NC(Cc2ccccc2)C(=O)O)CC1. Reaction SMILES: [CH2:1]([c:2]1[cH:3][cH:4][cH:5][cH:6][cH:7]1)[O:8][C:9]([CH:10]([NH:11][S:12](=[O:13])(=[O:14])[N:15]1[CH2:16][CH2:17][N:18]([CH3:21])[CH2:19][CH2:20]1)[CH2:22][c:23]1[cH:24][cH:25][cH:26][cH:27][cH:28]1)=[O:29].[CH3:30][OH:31]>>[O:8]=[C:9]([CH:10]([NH:11][S:12](=[O:13])(=[O:14])[N:15]1[CH2:16][CH2:17][N:18]([CH3:21])[CH2:19][CH2:20]1)[CH2:22][c:23]1[cH:24][cH:25][cH:26][cH:27][cH:28]1)[OH:29].